Dataset: the Open Reaction Database (ORD), a public repository of structured organic reaction records. Task: describe an organic reaction: reactants, conditions, products, and yield Reaction SMILES: [CH2:1]([N:4]([CH2:16][C:17]1[CH:22]=[CH:21][C:20]([C:23]2[CH:28]=[CH:27][CH:26]=[CH:25][C:24]=2[C:29]2[NH:33][N:32]=[N:31][N:30]=2)=[CH:19][CH:18]=1)[C:5](=[O:15])[CH2:6][CH2:7][C:8]([C:11]([O:13]C)=[O:12])([CH3:10])[CH3:9])[CH2:2][CH3:3].[OH-].[K+]>CO>[CH2:1]([N:4]([CH2:16][C:17]1[CH:18]=[CH:19][C:20]([C:23]2[CH:28]=[CH:27][CH:26]=[CH:25][C:24]=2[C:29]2[NH:33][N:32]=[N:31][N:30]=2)=[CH:21][CH:22]=1)[C:5](=[O:15])[CH2:6][CH2:7][C:8]([C:11]([OH:13])=[O:12])([CH3:10])[CH3:9])[CH2:2][CH3:3] |f:1.2|. Reactants: C(CC)N(C(CCC(C)(C)C(=O)OC)=O)CC1=CC=C(C=C1)C1=C(C=CC=C1)C1=NN=NN1 (4-methoxycarbonyl-4-methyl-pentanoic acid N-propyl-N-[2'-(1H-tetrazol-5-yl)biphenyl-4-ylmethyl]-amide), [OH-].[K+] (potassium hydroxide). Procedure: A solution of 0.450 g of 4-methoxycarbonyl-4-methyl-pentanoic acid N-propyl-N-[2'-(1H-tetrazol-5-yl)biphenyl-4-ylmethyl]-amide and 2.0 ml of 2N potassium hydroxide solution in 10 ml of methanol is heated under reflux for 6 hours. When cool, the mixture is acidified and concentrated by evaporation. The residue is purified by chromatography on silica gel 60 (40-63 μm) using CH2Cl2 /CH3OH (95:5) as eluant to yield pure 4-carboxy-4-methyl-pentanoic acid N-propyl-N-[2'-(1H-tetrazol-5-yl)biphenyl-4-yl... Solvent: CO (methanol). Product: C(CC)N(C(CCC(C)(C)C(=O)O)=O)CC1=CC=C(C=C1)C1=C(C=CC=C1)C1=NN=NN1 (4-carboxy-4-methyl-pentanoic acid N-propyl-N-[2'-(1H-tetrazol-5-yl)biphenyl-4-ylmethyl]-amide). Reactants: NC=1C=C(CC2=NNC(C3=CC=CC=C23)=O)C=CC1F (4-(3-amino-4-fluorobenzyl)-2H-phthalazin-1-one), ice, C(C1=CC=CC=C1)N1CC(OC(C1)=O)=O (4-benzylmorpholin-2,6-dione), O-benzotriazol-1-yl-N,N,N′N′-tetramethyluronium tetrafluoroborate, C(C)(C)N(CC)C(C)C (diisopropylethylamine). Solvent: C1(=CC=CC=C1)C (toluene). Run at time 2 hour. Product: C(C1=CC=CC=C1)N1CC(N(C(C1)=O)C1=C(C=CC(=C1)CC1=NNC(C2=CC=CC=C12)=O)F)=O (4-benzyl-1-[2-fluoro-5-(4-oxo-3,4-dihydrophthalazin-1-ylmethyl)phenyl]piperazine-2,6-dione). RXN SMILES: [NH2:1][C:2]1[CH:3]=[C:4]([CH:17]=[CH:18][C:19]=1[F:20])[CH2:5][C:6]1[C:15]2[C:10](=[CH:11][CH:12]=[CH:13][CH:14]=2)[C:9](=[O:16])[NH:8][N:7]=1.[CH2:21]([N:28]1[CH2:33][C:32](=O)[O:31][C:30](=[O:35])[CH2:29]1)[C:22]1[CH:27]=[CH:26][CH:25]=[CH:24][CH:23]=1.C(N(C(C)C)CC)(C)C>C1(C)C=CC=CC=1>[CH2:21]([N:28]1[CH2:33][C:32](=[O:31])[N:1]([C:2]2[CH:3]=[C:4]([CH2:5][C:6]3[C:15]4[C:10](=[CH:11][CH:12]=[CH:13][CH:14]=4)[C:9](=[O:16])[NH:8][N:7]=3)[CH:17]=[CH:18][C:19]=2[F:20])[C:30](=[O:35])[CH2:29]1)[C:22]1[CH:27]=[CH:26][CH:25]=[CH:24][CH:23]=1. Procedure: A stirred mixture of 4-(3-amino-4-fluorobenzyl)-2H-phthalazin-1-one (2.51 g, 9.3 mmol; prepared in a manner similar to that described in Example 23), 4-benzylmorpholin-2,6-dione (2.3 g, 11.2 mmol) and toluene (15 ml) was heated under reflux for 20 hours, then the solvent was removed in vacuo. The residue was dissolved in dimethylacetamide (15 ml) and O-benzotriazol-1-yl-N,N,N′N′-tetramethyluronium tetrafluoroborate (3 g, 9.3 mmol) and diisopropylethylamine (1.63 ml, 9.3 mmol) were added sequenti... As a reaction SMILES: [C:13]([Cl:14])(=[O:15])[C:16]([Cl:17])=[O:18].[CH3:1][O:2][c:3]1[c:4]([CH2:9][C:10](=[O:11])[OH:12])[cH:5][cH:6][cH:7][cH:8]1.[Cl:31][CH2:32][Cl:33].[F:19][C:20]([c:21]1[cH:22][cH:23][c:24]([NH2:25])[cH:26][cH:27]1)([F:28])[F:29].[OH2:30]>>[CH3:1][O:2][c:3]1[c:4]([CH2:9][C:10](=[O:12])[NH:25][c:24]2[cH:23][cH:22][c:21]([C:20]([F:19])([F:28])[F:29])[cH:27][cH:26]2)[cH:5][cH:6][cH:7][cH:8]1. Starting materials: O=C(Cl)C(=O)Cl, COc1ccccc1CC(=O)O, ClCCl, Nc1ccc(C(F)(F)F)cc1, O. Product: COc1ccccc1CC(=O)Nc1ccc(C(F)(F)F)cc1. Starting materials: N#CBr (cyanogen bromide), [N+](=O)([O-])C1=C(C(=O)NN)C=CC=C1 (2-nitrobenzoic hydrazide). The solvent is C(C)#N (acetonitrile), C(C)#N (acetonitrile). Yields the product [N+](=O)([O-])C1=C(C=CC=C1)C1=NN=C(O1)N (5-(2-nitrophenyl)-[1,3,4]oxadiazol-2-ylamine). Reaction SMILES: [N:1]#[C:2]Br.[N+:4]([C:7]1[CH:16]=[CH:15][CH:14]=[CH:13][C:8]=1[C:9]([NH:11][NH2:12])=[O:10])([O-:6])=[O:5]>C(#N)C>[N+:4]([C:7]1[CH:16]=[CH:15][CH:14]=[CH:13][C:8]=1[C:9]1[O:10][C:2]([NH2:1])=[N:12][N:11]=1)([O-:6])=[O:5]. Reported procedure: 4 ml of a 5M cyanogen bromide solution in acetonitrile were added dropwise to the solution of 3.6 g of 2-nitrobenzoic hydrazide in 20 ml of acetonitrile. This resulted first in a clear solution, then a solid precipitated out which was filtered off with suction after continuing to stir for a short time, washed again with acetonitrile and dried under reduced pressure. Procedure: To a mixture of 3-phenyl-3,4-dihydro-2H-1,4-benzoxazine (17 g, 80.5 mmol) in ethyl ether (100 mL) is added trifluoroacetic acid (6.2 mL 80.5 mmol). The resulting solution is chilled to 5° C. in an ice bath, to which n-butyl nitrite (9.4 mL 80.5 mmol) is added dropwise. The mixture is stirred for 1 h and transferred to a separatory funnel to which is slowly added potassium carbonate (2.6 g, 18.8 mmol) in water (200 mL). Solids formed in the ether layer. The layers are separated and ethyl ether (1... The reactants are FC(C(=O)O)(F)F (trifluoroacetic acid), C([O-])([O-])=O.[K+].[K+] (potassium carbonate), C1(=CC=CC=C1)C1COC2=C(N1)C=CC=C2 (3-phenyl-3,4-dihydro-2H-1,4-benzoxazine), N(=O)OCCCC (n-butyl nitrite). Run in CCOCC (ether), hexanes, C(C)OCC (ethyl ether), O (water). Yields the product N(=O)N1C(COC2=C1C=CC=C2)C2=CC=CC=C2 (4-nitroso-3-phenyl-3,4-dihydro-2H-1,4-benzoxazine). Yield: 81.2%. Reaction SMILES: [C:1]1([CH:7]2[NH:12][C:11]3[CH:13]=[CH:14][CH:15]=[CH:16][C:10]=3[O:9][CH2:8]2)[CH:6]=[CH:5][CH:4]=[CH:3][CH:2]=1.FC(F)(F)C(O)=O.[N:24](OCCCC)=[O:25].C(=O)([O-])[O-].[K+].[K+]>C(OCC)C.O>[N:24]([N:12]1[C:11]2[CH:13]=[CH:14][CH:15]=[CH:16][C:10]=2[O:9][CH2:8][CH:7]1[C:1]1[CH:2]=[CH:3][CH:4]=[CH:5][CH:6]=1)=[O:25] |f:3.4.5|. Reaction conditions: time 1 hour. Starting materials: BrCCCBr, Br, O=C([O-])[O-], CCCCO, CC(C)N1CC2N(C(=O)C(N)CN2S(=O)(=O)c2ccc(Cl)cc2Cl)C(Cc2ccc(Cl)cc2)C1=O, [K+], [K+], O. Yields the product CC(C)N1CC2N(C(=O)C(N3CCC3)CN2S(=O)(=O)c2ccc(Cl)cc2Cl)C(Cc2ccc(Cl)cc2)C1=O. RXN SMILES: [Br:48][CH2:49][CH2:50][CH2:51][Br:52].[BrH:1].[C:42](=[O:43])([O-:44])[O-:45].[CH2:37]([CH2:38][CH2:39][CH3:41])[OH:40].[Cl:2][c:3]1[cH:4][cH:5][c:6]([CH2:7][CH:8]2[C:9](=[O:34])[N:10]([CH:31]([CH3:32])[CH3:33])[CH2:11][CH:12]3[N:13]2[C:14](=[O:30])[CH:15]([NH2:29])[CH2:16][N:17]3[S:18](=[O:19])(=[O:20])[c:21]2[c:22]([Cl:28])[cH:23][c:24]([Cl:27])[cH:25][cH:26]2)[cH:35][cH:36]1.[K+:46].[K+:47].[OH2:53]>>[Cl:2][c:3]1[cH:4][cH:5][c:6]([CH2:7][CH:8]2[C:9](=[O:34])[N:10]([CH:31]([CH3:32])[CH3:33])[CH2:11][CH:12]3[N:13]2[C:14](=[O:30])[CH:15]([N:29]2[CH2:37][CH2:38][CH2:39]2)[CH2:16][N:17]3[S:18](=[O:19])(=[O:20])[c:21]2[c:22]([Cl:28])[cH:23][c:24]([Cl:27])[cH:25][cH:26]2)[cH:35][cH:36]1. Starting materials: NC=1C=C(C=CC1OC1=CC=CC=C1)OC (3-amino-4-phenoxyanisole), C(C)(=O)OCC (ethyl acetate), O (water), CS(=O)(=O)Cl (methanesulfonyl chloride). Run in N1=CC=CC=C1 (pyridine). Reaction conditions: time 1 hour. Yields the product CS(=O)(=O)NC=1C=C(C=CC1OC1=CC=CC=C1)OC (3-methylsulfonylamino4-phenoxyanisole). The yield is 91.7%. RXN SMILES: [NH2:1][C:2]1[CH:3]=[C:4]([O:15][CH3:16])[CH:5]=[CH:6][C:7]=1[O:8][C:9]1[CH:14]=[CH:13][CH:12]=[CH:11][CH:10]=1.[CH3:17][S:18](Cl)(=[O:20])=[O:19].C(OCC)(=O)C.O>N1C=CC=CC=1>[CH3:17][S:18]([NH:1][C:2]1[CH:3]=[C:4]([O:15][CH3:16])[CH:5]=[CH:6][C:7]=1[O:8][C:9]1[CH:14]=[CH:13][CH:12]=[CH:11][CH:10]=1)(=[O:20])=[O:19]. Procedure details: 10.0 g of 3-amino-4-phenoxyanisole was dissolved in 50 ml of pyridine. Thereto was dropwise added 5.59 g of methanesulfonyl chloride in 10 minutes with ice-cooling. The mixture was stirred for 1 hour at 20°-25° C. The reaction mixture was introduced into a mixture of 200 ml of ethyl acetate and 100 ml of water. The resulting organic layer was separated and washed with three 100-ml portions of 2N hydrochloric acid and then with a saturated aqueous sodium chloride solution. The organic layer was s...